This data is from the Open Reaction Database (ORD), a public repository of structured organic reaction records. The task is: describe an organic reaction: reactants, conditions, products, and yield Reactants: Cc1ccc(CC2CCNC2)cc1, Cc1ccc(-c2oncc2C(=O)O)cc1, Cl. Product: Cc1ccc(CC2CCN(C(=O)c3cnoc3-c3ccc(C)cc3)C2)cc1. Reaction SMILES: [CH3:17][c:18]1[cH:19][cH:20][c:21]([CH2:22][CH:23]2[CH2:24][NH:25][CH2:26][CH2:27]2)[cH:28][cH:29]1.[CH3:1][c:2]1[cH:3][cH:4][c:5](-[c:8]2[c:9]([C:13](=[O:14])[OH:15])[cH:10][n:11][o:12]2)[cH:6][cH:7]1.[ClH:16]>>[CH3:1][c:2]1[cH:3][cH:4][c:5](-[c:8]2[c:9]([C:13](=[O:15])[N:25]3[CH2:24][CH:23]([CH2:22][c:21]4[cH:20][cH:19][c:18]([CH3:17])[cH:29][cH:28]4)[CH2:27][CH2:26]3)[cH:10][n:11][o:12]2)[cH:6][cH:7]1. The reactants are NC=1SC=C(N1)CC(=O)OCC (ethyl 2-amino-4-thiazolylacetate), FC(C1=C(C=CC=C1)S(=O)(=O)Cl)(F)F (2-trifluoromethylbenzenesulfonyl chloride). Product: FC(C1=C(C=CC=C1)S(=O)(=O)NC=1SC=C(N1)CC(=O)OCC)(F)F (Ethyl [2-({[2-(trifluoromethyl)phenyl]sulfonyl}amino)-1,3-thiazol-4-yl]acetate), red solid. Isolated yield 31.0%. As a reaction SMILES: [NH2:1][C:2]1[S:3][CH:4]=[C:5]([CH2:7][C:8]([O:10][CH2:11][CH3:12])=[O:9])[N:6]=1.[F:13][C:14]([F:26])([F:25])[C:15]1[CH:20]=[CH:19][CH:18]=[CH:17][C:16]=1[S:21](Cl)(=[O:23])=[O:22]>>[F:26][C:14]([F:13])([F:25])[C:15]1[CH:20]=[CH:19][CH:18]=[CH:17][C:16]=1[S:21]([NH:1][C:2]1[S:3][CH:4]=[C:5]([CH2:7][C:8]([O:10][CH2:11][CH3:12])=[O:9])[N:6]=1)(=[O:22])=[O:23]. Procedure: The title compound was prepared from ethyl 2-amino-4-thiazolylacetate and 2-trifluoromethylbenzenesulfonyl chloride according to METHOD A, giving 0.13 g (31%) of a red solid after recrystallization from acetone/ether/petroleum ether: mp 171° C.; MS (Ionspray, [M+H]+) m/z 395; Anal. Calcd (found) for C14H13F3N2O4S2: C, 42.6 (43.0)%, H, 3.3 (2.9)%, N, 7.1 (6.9)%.